Dataset: the Open Reaction Database (ORD), a public repository of structured organic reaction records. Task: describe an organic reaction: reactants, conditions, products, and yield The reactants are CC(=O)O[BH-](OC(C)=O)OC(C)=O, CCC=O, CCOC(=O)c1cccc2nc(N3CCC(NC(=O)c4nc(Cl)c(CC)[nH]4)C(N)C3)sc12, [Na+]. Yields the product CCCNC1CN(c2nc3cccc(C(=O)OCC)c3s2)CCC1NC(=O)c1nc(Cl)c(CC)[nH]1. RXN SMILES: [C:37]([O:38][BH-:39]([O:40][C:41](=[O:42])[CH3:43])[O:44][C:45](=[O:46])[CH3:47])(=[O:48])[CH3:49].[CH:33]([CH2:34][CH3:35])=[O:36].[NH2:1][CH:2]1[CH2:3][N:4]([c:19]2[s:20][c:21]3[c:22]([n:23]2)[cH:24][cH:25][cH:26][c:27]3[C:28](=[O:29])[O:30][CH2:31][CH3:32])[CH2:5][CH2:6][CH:7]1[NH:8][C:9](=[O:10])[c:11]1[nH:12][c:13]([CH2:17][CH3:18])[c:14]([Cl:16])[n:15]1.[Na+:50]>>[NH:1]([CH:2]1[CH2:3][N:4]([c:19]2[s:20][c:21]3[c:22]([n:23]2)[cH:24][cH:25][cH:26][c:27]3[C:28](=[O:29])[O:30][CH2:31][CH3:32])[CH2:5][CH2:6][CH:7]1[NH:8][C:9](=[O:10])[c:11]1[nH:12][c:13]([CH2:17][CH3:18])[c:14]([Cl:16])[n:15]1)[CH2:33][CH2:34][CH3:35]. Starting materials: C(C)(C)(C)OC(NC1=C(C=C(C=C1)C1=CC(=CC=C1)OC)NC(CC(=O)C1=CC(=CC=C1)C#N)=O)=O ({3-[3-(3-cyano-phenyl)-3-oxo-propionylamino]-3′-methoxy-biphenyl-4-yl}-carbamic acid tert.-butyl ester), C(=O)(C(F)(F)F)O (TFA). Solvent: C(Cl)Cl (CH2Cl2). Yields the product COC=1C=C(C=CC1)C1=CC2=C(N=C(CC(N2)=O)C=2C=C(C#N)C=CC2)C=C1 (3-[7-(3-Methoxy-phenyl)-4-oxo-4,5-dihydro-3H-benzo[b][1,4]diazepin-2-yl]-benzonitrile). RXN SMILES: C(OC(=O)[NH:7][C:8]1[CH:13]=[CH:12][C:11]([C:14]2[CH:19]=[CH:18][CH:17]=[C:16]([O:20][CH3:21])[CH:15]=2)=[CH:10][C:9]=1[NH:22][C:23](=[O:35])[CH2:24][C:25]([C:27]1[CH:32]=[CH:31][CH:30]=[C:29]([C:33]#[N:34])[CH:28]=1)=O)(C)(C)C.C(O)(C(F)(F)F)=O>C(Cl)Cl>[CH3:21][O:20][C:16]1[CH:15]=[C:14]([C:11]2[CH:12]=[CH:13][C:8]3[N:7]=[C:25]([C:27]4[CH:28]=[C:29]([CH:30]=[CH:31][CH:32]=4)[C:33]#[N:34])[CH2:24][C:23](=[O:35])[NH:22][C:9]=3[CH:10]=2)[CH:19]=[CH:18][CH:17]=1. Reported procedure: Prepared from {3-[3-(3-cyano-phenyl)-3-oxo-propionylamino]-3′-methoxy-biphenyl-4-yl}-carbamic acid tert.-butyl ester (Example K21) by treatment with TFA in CH2Cl2 according to the general procedure M. Obtained as a light yellow powder (118 mg). Starting materials: NC1=NNC(=C1C1=CC=NC=C1)C1=CC=C(C=C1)F (3-amino-5-(4-fluorophenyl)-4-(4-pyridyl)pyrazole), CN1CCOCC1 (N-methylmorpholine), ClC(=O)OCC(C)C (isobutyl chloroformate), C1(CCCCC1)CC(=O)O (cyclohexylacetic acid). The solvent is O1CCCC1 (tetrahydrofuran), O (water). Reaction conditions: temperature -10 celsius. Product: C1(CCCCC1)CC(=O)NC1=NNC(=C1C1=CC=NC=C1)C1=CC=C(C=C1)F (3-cyclohexylacetylamino-5-(4-fluorophenyl)-4-(4-pyridyl)pyrazole). Yield: 29.1%. Reaction SMILES: [CH:1]1([CH2:7][C:8]([OH:10])=O)[CH2:6][CH2:5][CH2:4][CH2:3][CH2:2]1.CN1CCOCC1.ClC(OCC(C)C)=O.[NH2:26][C:27]1[C:31]([C:32]2[CH:37]=[CH:36][N:35]=[CH:34][CH:33]=2)=[C:30]([C:38]2[CH:43]=[CH:42][C:41]([F:44])=[CH:40][CH:39]=2)[NH:29][N:28]=1>O1CCCC1.O>[CH:1]1([CH2:7][C:8]([NH:26][C:27]2[C:31]([C:32]3[CH:37]=[CH:36][N:35]=[CH:34][CH:33]=3)=[C:30]([C:38]3[CH:43]=[CH:42][C:41]([F:44])=[CH:40][CH:39]=3)[NH:29][N:28]=2)=[O:10])[CH2:2][CH2:3][CH2:4][CH2:5][CH2:6]1. Procedure details: 220 mg of cyclohexylacetic acid was dissolved in 10 ml of tetrahydrofuran. While this solution was being cooled at −10° C., 160 mg of N-methylmorpholine and 220 mg of isobutyl chloroformate were added thereto with stirring. The resulting mixture was stirred for 15 minutes. After the addition of 127 mg of 3-amino-5-(4-fluorophenyl)-4-(4-pyridyl)pyrazole, the mixture was stirred for 30 minutes and then stirred at room temperature for 4 days. After the addition of water, the reaction mixture was ex... Starting materials: CCOC(C)=O, Cc1ccccc1N=C=O, Nc1ccc(N)cc1. Product: Cc1ccccc1NC(=O)Nc1ccc(N)cc1. Reaction SMILES: [CH3:19][CH2:20][O:21][C:22]([CH3:23])=[O:24].[CH3:1][c:2]1[c:3]([N:8]=[C:9]=[O:10])[cH:4][cH:5][cH:6][cH:7]1.[NH2:11][c:12]1[cH:13][cH:14][c:15]([NH2:18])[cH:16][cH:17]1>>[CH3:1][c:2]1[c:3]([NH:8][C:9](=[O:10])[NH:18][c:15]2[cH:14][cH:13][c:12]([NH2:11])[cH:17][cH:16]2)[cH:4][cH:5][cH:6][cH:7]1. Starting materials: CC#N, N#Cc1ccc(NC(=O)CCl)nc1, O=C(OC1CN2CCC1CC2)C1(c2ccccc2)CCCCCC1. Reaction SMILES: [CH3:38][C:39]#[N:40].[Cl:25][CH2:26][C:27](=[O:28])[NH:29][c:30]1[n:31][cH:32][c:33]([C:36]#[N:37])[cH:34][cH:35]1.[N:1]12[CH2:2][CH:3]([O:9][C:10](=[O:11])[C:12]3([c:19]4[cH:20][cH:21][cH:22][cH:23][cH:24]4)[CH2:13][CH2:14][CH2:15][CH2:16][CH2:17][CH2:18]3)[CH:4]([CH2:5][CH2:6]1)[CH2:7][CH2:8]2>>[Cl-:25].[N+:1]12([CH2:26][C:27](=[O:28])[NH:29][c:30]3[n:31][cH:32][c:33]([C:36]#[N:37])[cH:34][cH:35]3)[CH2:2][CH:3]([O:9][C:10](=[O:11])[C:12]3([c:19]4[cH:20][cH:21][cH:22][cH:23][cH:24]4)[CH2:13][CH2:14][CH2:15][CH2:16][CH2:17][CH2:18]3)[CH:4]([CH2:5][CH2:6]1)[CH2:7][CH2:8]2. Product: [Cl-], N#Cc1ccc(NC(=O)C[N+]23CCC(CC2)C(OC(=O)C2(c4ccccc4)CCCCCC2)C3)nc1. Reactants: O=[N+]([O-])c1ccc2oc(-c3ccc(CBr)s3)nc2c1, C1COCCN1, CCO, c1ccccc1. Yields the product O=[N+]([O-])c1ccc2oc(-c3ccc(CN4CCOCC4)s3)nc2c1. Reaction SMILES: [Br:1][CH2:2][c:3]1[cH:4][cH:5][c:6](-[c:8]2[o:9][c:10]3[c:11]([n:12]2)[cH:13][c:14]([N+:17](=[O:18])[O-:19])[cH:15][cH:16]3)[s:7]1.[CH2:20]1[CH2:21][O:22][CH2:23][CH2:24][NH:25]1.[CH3:26][CH2:27][OH:28].[cH:29]1[cH:30][cH:31][cH:32][cH:33][cH:34]1>>[CH2:2]([c:3]1[cH:4][cH:5][c:6](-[c:8]2[o:9][c:10]3[c:11]([n:12]2)[cH:13][c:14]([N+:17](=[O:18])[O-:19])[cH:15][cH:16]3)[s:7]1)[N:25]1[CH2:20][CH2:21][O:22][CH2:23][CH2:24]1. Reactants: CCO, Cl, O=C(c1ccc(F)cc1)c1ccc2nc(NC3CCc4ccccc43)ccc2c1, NO, [Na+], [Na+], O=C([O-])[O-], O. The product is ON=C(c1ccc(F)cc1)c1ccc2nc(NC3CCc4ccccc43)ccc2c1. As a reaction SMILES: [CH3:40][CH2:41][OH:42].[ClH:30].[F:1][c:2]1[cH:3][cH:4][c:5]([C:8](=[O:9])[c:10]2[cH:11][c:12]3[cH:13][cH:14][c:15]([NH:20][CH:21]4[CH2:22][CH2:23][c:24]5[cH:25][cH:26][cH:27][cH:28][c:29]54)[n:16][c:17]3[cH:18][cH:19]2)[cH:6][cH:7]1.[NH2:31][OH:32].[Na+:33].[Na+:34].[O-:35][C:36](=[O:37])[O-:38].[OH2:39]>>[F:1][c:2]1[cH:3][cH:4][c:5]([C:8]([c:10]2[cH:11][c:12]3[cH:13][cH:14][c:15]([NH:20][CH:21]4[CH2:22][CH2:23][c:24]5[cH:25][cH:26][cH:27][cH:28][c:29]54)[n:16][c:17]3[cH:18][cH:19]2)=[N:31][OH:32])[cH:6][cH:7]1. Starting materials: COC(=O)CP(=O)(OCC(F)(F)F)OCC(F)(F)F, C[Si](C)(C)[N-][Si](C)(C)C, [Cl-], Cn1ncc(C=O)c1-c1ccc(F)cc1, [K+], [NH4+], C1COCCOCCOCCOCCOCCO1, C1CCOC1. Yields the product COC(=O)C=Cc1cnn(C)c1-c1ccc(F)cc1. RXN SMILES: [CH3:11][O:12][C:13](=[O:14])[CH2:15][P:16](=[O:17])([O:18][CH2:19][C:20]([F:21])([F:22])[F:23])[O:24][CH2:25][C:26]([F:27])([F:28])[F:29].[CH3:1][Si:2]([N-:3][Si:4]([CH3:5])([CH3:6])[CH3:7])([CH3:8])[CH3:9].[Cl-:63].[F:48][c:49]1[cH:50][cH:51][c:52](-[c:55]2[c:56]([CH:61]=[O:62])[cH:57][n:58][n:59]2[CH3:60])[cH:53][cH:54]1.[K+:10].[NH4+:64].[O:30]1[CH2:31][CH2:32][O:33][CH2:34][CH2:35][O:36][CH2:37][CH2:38][O:39][CH2:40][CH2:41][O:42][CH2:43][CH2:44][O:45][CH2:46][CH2:47]1.[O:65]1[CH2:66][CH2:67][CH2:68][CH2:69]1>>[CH3:11][O:12][C:13](=[O:14])[CH:15]=[CH:61][c:56]1[c:55](-[c:52]2[cH:51][cH:50][c:49]([F:48])[cH:54][cH:53]2)[n:59]([CH3:60])[n:58][cH:57]1. Reactants: FC(C(=O)O)(F)F (Trifluoroacetic acid), ClC=1C=C(NC2=NC=NC3=CC(=CC(=C23)OC[C@H]2N(CCC2)C(=O)OC(C)(C)C)OC)C=CC1F (tert-butyl (2S)-2-[({4-[3-chloro-4-fluoro-anilino]-7-methoxyquinazolin-5-yl}oxy)methyl]pyrrolidine-1-carboxylate), N (Ammonia). The solvent is CO (methanol). Run at time 30 minute. The product is ClC=1C=C(C=CC1F)NC1=NC=NC2=CC(=CC(=C12)OC[C@H]1NCCC1)OC (N-(3-chloro-4-fluorophenyl)-7-methoxy-5-[(2S)-pyrrolidin-2-ylmethoxy]-quinazolin-4-amine). As a reaction SMILES: FC(F)(F)C(O)=O.[Cl:8][C:9]1[CH:10]=[C:11]([CH:39]=[CH:40][C:41]=1[F:42])[NH:12][C:13]1[C:22]2[C:17](=[CH:18][C:19]([O:37][CH3:38])=[CH:20][C:21]=2[O:23][CH2:24][C@@H:25]2[CH2:29][CH2:28][CH2:27][N:26]2C(OC(C)(C)C)=O)[N:16]=[CH:15][N:14]=1.N>CO>[Cl:8][C:9]1[CH:10]=[C:11]([NH:12][C:13]2[C:22]3[C:17](=[CH:18][C:19]([O:37][CH3:38])=[CH:20][C:21]=3[O:23][CH2:24][C@@H:25]3[CH2:29][CH2:28][CH2:27][NH:26]3)[N:16]=[CH:15][N:14]=2)[CH:39]=[CH:40][C:41]=1[F:42]. Reported procedure: Trifluoroacetic acid (25 ml) was added in one portion to tert-butyl (2S)-2-[({4-[3-chloro-4-fluoro-anilino]-7-methoxyquinazolin-5-yl}oxy)methyl]pyrrolidine-1-carboxylate (1.6 g) and the solution was stirred at room temperature for 1 hour 30 minutes. The solution was then concentrated in vacuo and azeotroped three times with ether to leave an orange oil. 7N Ammonia in methanol (5 ml) was added and the mixture was stirred for 10 minutes. The mixture was then concentrated in vacuo to leave an orang...